Task: describe an organic reaction: reactants, conditions, products, and yield. Dataset: the Open Reaction Database (ORD), a public repository of structured organic reaction records The reactants are COc1cccc2c1C(C)(C)CCC2, ClCCl. Product: CC1(C)CCCc2cccc(O)c21. RXN SMILES: [CH3:1][C:2]1([CH3:14])[CH2:3][CH2:4][CH2:5][c:6]2[cH:7][cH:8][cH:9][c:10]([O:12][CH3:13])[c:11]21.[Cl:15][CH2:16][Cl:17]>>[CH3:1][C:2]1([CH3:14])[CH2:3][CH2:4][CH2:5][c:6]2[cH:7][cH:8][cH:9][c:10]([OH:12])[c:11]21. The reactants are O=C1N2C=3N(C(CCC3C=C1)=O)C[C@H]2CN2CCC(CC2)(C)NC(C(F)(F)F)=O (N-(1-{[(2R)-4,9-dioxo-1,2,8,9-tetrahydro-4H,7H-imidazo[1,2,3-ij]-1,8-naphthyridin-2-yl]methyl}-4-methyl-4-piperidinyl)-2,2,2-trifluoroacetamide), C(#N)C1=C(C(=O)C(=C(C1=O)Cl)Cl)C#N (DDQ), C(=O)([O-])[O-].[K+].[K+] (K2CO3). The solvent is O1CCOCC1 (1,4-dioxane). Reaction conditions: temperature 80 celsius. Product: O=C1N2C=3N(C(C=CC3C=C1)=O)[C@@H](C2)CN2CCC(CC2)(C)NC(C(F)(F)F)=O (N-(1-{[(1R)-4,9-Dioxo-1,2-dihydro-4H,9H-imidazo[1,2,3-ij]-1,8-naphthyridin-1-yl]methyl}-4-methyl-4-piperidinyl)-2,2,2-trifluoroacetamide). Isolated yield 45.8%. As a reaction SMILES: [O:1]=[C:2]1[CH:11]=[CH:10][C:9]2[CH2:8][CH2:7][C:6](=[O:12])[N:5]3[CH2:13][C@@H:14]([CH2:15][N:16]4[CH2:21][CH2:20][C:19]([NH:23][C:24](=[O:29])[C:25]([F:28])([F:27])[F:26])([CH3:22])[CH2:18][CH2:17]4)[N:3]1[C:4]=23.C(C1C(=O)C(Cl)=C(Cl)C(=O)C=1C#N)#N.C([O-])([O-])=O.[K+].[K+]>O1CCOCC1>[O:12]=[C:6]1[CH:7]=[CH:8][C:9]2[CH:10]=[CH:11][C:2](=[O:1])[N:3]3[C@H:14]([CH2:15][N:16]4[CH2:17][CH2:18][C:19]([NH:23][C:24](=[O:29])[C:25]([F:28])([F:27])[F:26])([CH3:22])[CH2:20][CH2:21]4)[CH2:13][N:5]1[C:4]=23 |f:2.3.4|. Procedure: A solution of N-(1-{[(2R)-4,9-dioxo-1,2,8,9-tetrahydro-4H,7H-imidazo[1,2,3-ij]-1,8-naphthyridin-2-yl]methyl}-4-methyl-4-piperidinyl)-2,2,2-trifluoroacetamide (375 mg, 0.909 mmol) in 1,4-dioxane (20 ml) at rt was treated with DDQ (248 mg, 1.091 mmol) and then heated at 80° C. for 1 h. The reaction was then cooled to rt. The reaction mixture was treated with saturated aqueous K2CO3 (5%, 100 ml), then with DCM (100 ml) and the mixture filtered through Kieselguhr. The organic fraction was separated ... Conditions: time 8 hour. Reported procedure: step 3—To a solution of 182 (0.183 g, 0.467 mmol), pyridine (0.076 mL, 0.935 mmol) and DCM (5 mL) was added dropwise methanesulfonyl chloride (0.268 g, 2.337 mmol). The reaction was stirred overnight at RT then evaporated and taken up in EtOAc, washed with water, dried (MgSO4), filtered and evaporated. The crude product was purified by SiO2 chromatography eluting with an EtOAc/hexane gradient to afford 0.099 g of N-(6-{2-[3-tert-butyl-2-methoxy-5-(2-methoxy-pyridin-3-yl)-phenyl]-ethyl}-pyridin-3... The solvent is C(Cl)Cl (DCM). RXN SMILES: [C:1]([C:5]1[C:6]([O:28][CH3:29])=[C:7]([CH2:19][CH2:20][C:21]2[N:26]=[CH:25][C:24]([NH2:27])=[CH:23][CH:22]=2)[CH:8]=[C:9]([C:11]2[C:12]([O:17][CH3:18])=[N:13][CH:14]=[CH:15][CH:16]=2)[CH:10]=1)([CH3:4])([CH3:3])[CH3:2].N1C=CC=CC=1.[CH3:36][S:37](Cl)(=[O:39])=[O:38]>C(Cl)Cl>[C:1]([C:5]1[C:6]([O:28][CH3:29])=[C:7]([CH2:19][CH2:20][C:21]2[N:26]=[CH:25][C:24]([NH:27][S:37]([CH3:36])(=[O:39])=[O:38])=[CH:23][CH:22]=2)[CH:8]=[C:9]([C:11]2[C:12]([O:17][CH3:18])=[N:13][CH:14]=[CH:15][CH:16]=2)[CH:10]=1)([CH3:4])([CH3:2])[CH3:3]. Yield: 45.1%. Product: C(C)(C)(C)C=1C(=C(C=C(C1)C=1C(=NC=CC1)OC)CCC1=CC=C(C=N1)NS(=O)(=O)C)OC (N-(6-{2-[3-tert-butyl-2-methoxy-5-(2-methoxy-pyridin-3-yl)-phenyl]-ethyl}-pyridin-3-yl)-methanesulfonamide). Starting materials: C(C)(C)(C)C=1C(=C(C=C(C1)C=1C(=NC=CC1)OC)CCC1=CC=C(C=N1)N)OC (6-{2-[3-tert-butyl-2-methoxy-5-(2-methoxy-pyridin-3-yl)-phenyl]-ethyl}-pyridin-3-ylamine), N1=CC=CC=C1 (pyridine), CS(=O)(=O)Cl (methanesulfonyl chloride).